Dataset: the Open Reaction Database (ORD), a public repository of structured organic reaction records. Task: describe an organic reaction: reactants, conditions, products, and yield RXN SMILES: CS(O[CH2:6][CH2:7][O:8][C:9]1[C:10]([O:23][CH3:24])=[CH:11][C:12]2[O:17][C:16](=[O:18])[C:15]3[CH2:19][CH2:20][CH2:21][C:14]=3[C:13]=2[CH:22]=1)(=O)=O.[C:25]1([N:31]2[CH2:36][CH2:35][NH:34][CH2:33][CH2:32]2)[CH:30]=[CH:29][CH:28]=[CH:27][CH:26]=1.C(O)(C)C.C([O-])(=O)/C=C/C([O-])=O>CC(C)=O>[CH3:24][O:23][C:10]1[C:9]([O:8][CH2:7][CH2:6][N:34]2[CH2:35][CH2:36][N:31]([C:25]3[CH:30]=[CH:29][CH:28]=[CH:27][CH:26]=3)[CH2:32][CH2:33]2)=[CH:22][C:13]2[C:14]3[CH2:21][CH2:20][CH2:19][C:15]=3[C:16](=[O:18])[O:17][C:12]=2[CH:11]=1. Procedure: Method B (24 h at 80° C.); starting materials: 2,3-dihydro-8-[2-(methanesulfonyloxy)ethoxy]-7-methoxy-cyclopenta[c][1]-benzopyran-4(1H)-one (example 81) and 1-phenylpiperazine; yield 90%; fusion point 155°-156° C. (from isopropanol). Fumarate: method E; yield 94%; fusion point 182°-185° C. (from acetone). Product: COC1=CC2=C(C3=C(C(O2)=O)CCC3)C=C1OCCN1CCN(CC1)C1=CC=CC=C1 (2,3-dihydro-7-methoxy-8-[2-(4-phenyl-1-piperazinyl)ethoxy]cyclopenta[c][1]benzopyran-4(1H)-one). Isolated yield 90.0%. Reactants: CS(=O)(=O)OCCOC=1C(=CC2=C(C3=C(C(O2)=O)CCC3)C1)OC (2,3-dihydro-8-[2-(methanesulfonyloxy)ethoxy]-7-methoxy-cyclopenta[c][1]-benzopyran-4(1H)-one), C(\C=C\C(=O)[O-])(=O)[O-] (Fumarate), C1(=CC=CC=C1)N1CCNCC1 (1-phenylpiperazine), C(C)(C)O (isopropanol). Run in CC(=O)C (acetone). Reactants: C(C)(C)(C)C1=CN=C(S1)NC(C1=C(C=CC(=C1)Cl)OC)=O (N-(5-tert-butylthiazol-2-yl)-5-chloro-2-methoxybenzamide), CC(C)([O-])C.[K+] (potassium tert-butoxide), ICC1CCOCC1 (4-(iodomethyl)tetrahydro-2H-pyran). Solvent: CN(C=O)C.O1CCCC1 (N,N-dimethylformamide tetrahydrofuran). Reaction conditions: temperature 80 celsius, time 16 hour. Product: C(C)(C)(C)C1=CN(/C(/S1)=N/C(C1=C(C=CC(=C1)Cl)OC)=O)CC1CCOCC1 (N-[(2Z)-5-tert-butyl-3-(tetrahydro-2H-pyran-4-ylmethyl)-1,3-thiazol-2(3H)-ylidene]-5-chloro-2-methoxybenzamide). RXN SMILES: [C:1]([C:5]1[S:9][C:8]([NH:10][C:11](=[O:21])[C:12]2[CH:17]=[C:16]([Cl:18])[CH:15]=[CH:14][C:13]=2[O:19][CH3:20])=[N:7][CH:6]=1)([CH3:4])([CH3:3])[CH3:2].CC(C)([O-])C.[K+].I[CH2:29][CH:30]1[CH2:35][CH2:34][O:33][CH2:32][CH2:31]1>CN(C)C=O.O1CCCC1>[C:1]([C:5]1[S:9]/[C:8](=[N:10]\[C:11](=[O:21])[C:12]2[CH:17]=[C:16]([Cl:18])[CH:15]=[CH:14][C:13]=2[O:19][CH3:20])/[N:7]([CH2:29][CH:30]2[CH2:35][CH2:34][O:33][CH2:32][CH2:31]2)[CH:6]=1)([CH3:4])([CH3:2])[CH3:3] |f:1.2,4.5|. Procedure details: To a solution of Example 74B (1.0 g, 3.1 mmol) in 4:1 N,N-dimethylformamide/tetrahydrofuran (20 mL) were added potassium tert-butoxide (Aldrich, 0.42 g, 3.7 mmol) and 4-(iodomethyl)tetrahydro-2H-pyran (Maybridge, 0.97 g, 4.3 mmol). The reaction mixture was stirred at 80° C. for 16 hours, cooled to room temperature, quenched with saturated aqueous NaHCO3 (20 mL) and extracted with ethyl acetate (3×20 mL). The combined organic extracts were dried over anhydrous Na2SO4, filtered and concentrated un... Reactants: CC1(C(NC2=CC=C(C=C12)OC)=O)C (3,3-dimethyl-5-methoxy-1,3-dihydro-2H-indol-2-one), ClCCOC1OCCCC1 (2-(2-chloroethoxy)tetrahydro-2H-pyran). The product is CC1(C(N(C2=CC=C(C=C12)OC)CCO)=O)C (3,3-Dimethyl-1-(2-hydroxy-1-ethyl)-5-methoxy-1,3-dihydro-2H-indol-2-one). Reaction SMILES: [CH3:1][C:2]1([CH3:14])[C:10]2[C:5](=[CH:6][CH:7]=[C:8]([O:11][CH3:12])[CH:9]=2)[NH:4][C:3]1=[O:13].Cl[CH2:16][CH2:17][O:18]C1CCCCO1>>[CH3:1][C:2]1([CH3:14])[C:10]2[C:5](=[CH:6][CH:7]=[C:8]([O:11][CH3:12])[CH:9]=2)[N:4]([CH2:16][CH2:17][OH:18])[C:3]1=[O:13]. Procedure details: Prepared from 3,3-dimethyl-5-methoxy-1,3-dihydro-2H-indol-2-one (prepared by the method of Endler and Becker; Organic Syntheses Coll. vol. 4 page 657) and 2-(2-chloroethoxy)tetrahydro-2H-pyran as described above. Starting materials: OC(C#CC(=O)OC)C1=CC=C(C=C1)OC (methyl 4-hydroxy-4-(4-methoxyphenyl)-2-butynoate). The reagents and catalysts are [O-2].[O-2].[Mn+4] (manganese dioxide). Solvent: C(Cl)Cl (methylene chloride), C(Cl)Cl (methylene chloride). Reaction conditions: time 30 minute. Product: COC1=CC=C(C(=O)C#CC(=O)OC)C=C1 (methyl 3-(4-methoxybenzoyl)propiolate). RXN SMILES: [OH:1][CH:2]([C:9]1[CH:14]=[CH:13][C:12]([O:15][CH3:16])=[CH:11][CH:10]=1)[C:3]#[C:4][C:5]([O:7][CH3:8])=[O:6]>C(Cl)Cl.[O-2].[O-2].[Mn+4]>[CH3:16][O:15][C:12]1[CH:11]=[CH:10][C:9]([C:2]([C:3]#[C:4][C:5]([O:7][CH3:8])=[O:6])=[O:1])=[CH:14][CH:13]=1 |f:2.3.4|. Procedure: A solution of 75 g (34 mmol) of methyl 4-hydroxy-4-(4-methoxyphenyl)-2-butynoate in 100 ml of methylene chloride was added dropwise at 0° to a suspension of 84.4 g (0.97 mol) of manganese dioxide in 150 ml of methylene chloride. The reaction mixture was stirred at 0° for 30 minutes, filtered over magnesium sulphate and concentrated. Crystallization of the residue from ether/hexane yielded methyl 3-(4-methoxybenzoyl)propiolate of melting point 68°. Reactants: Br[Mg]c1ccccc1, C1CCOC1, CCOC(=O)c1cc(C=O)c2ccccn2c1=O, [Cl-], ClCCl, [NH4+]. Product: CCOC(=O)c1cc(C(O)c2ccccc2)c2ccccn2c1=O. RXN SMILES: [Br:24][Mg:25][c:26]1[cH:27][cH:28][cH:29][cH:30][cH:31]1.[CH2:19]1[O:20][CH2:21][CH2:22][CH2:23]1.[CH:1](=[O:2])[c:3]1[cH:4][c:5]([C:14](=[O:15])[O:16][CH2:17][CH3:18])[c:6](=[O:13])[n:7]2[cH:8][cH:9][cH:10][cH:11][c:12]12.[Cl-:32].[Cl:34][CH2:35][Cl:36].[NH4+:33]>>[CH:1]([OH:2])([c:3]1[cH:4][c:5]([C:14](=[O:15])[O:16][CH2:17][CH3:18])[c:6](=[O:13])[n:7]2[cH:8][cH:9][cH:10][cH:11][c:12]12)[c:26]1[cH:27][cH:28][cH:29][cH:30][cH:31]1.